The task is: describe an organic reaction: reactants, conditions, products, and yield. This data is from the Open Reaction Database (ORD), a public repository of structured organic reaction records. Starting materials: C(C)P(OCOC(C(C)(C)C)=O)(=O)C1=C(C=CC(=C1)OC1=C(C=C(C=C1)C(F)(F)F)Cl)[N+](=O)[O-] (2,2-dimethylpropionyloxymethyl P-ethyl-2-nitro-5-(2-chloro-4-trifluoromethylphenoxy)phenylphosphinate), P12(=S)SP3(=S)SP(=S)(S1)SP(=S)(S2)S3 (phosphorus pentasulfide). Product: C(C)P(OCOC(C(C)(C)C)=O)(=S)C1=C(C=CC(=C1)OC1=C(C=C(C=C1)C(F)(F)F)Cl)[N+](=O)[O-] (O-(2,2-dimethylpropionyloxymethyl) P-ethyl-2-nitro-5-(2-chloro-4-trifluoromethylphenoxy)phenylphosphinothioate). Reaction SMILES: [CH2:1]([P:3]([C:14]1[CH:19]=[C:18]([O:20][C:21]2[CH:26]=[CH:25][C:24]([C:27]([F:30])([F:29])[F:28])=[CH:23][C:22]=2[Cl:31])[CH:17]=[CH:16][C:15]=1[N+:32]([O-:34])=[O:33])(=O)[O:4][CH2:5][O:6][C:7](=[O:12])[C:8]([CH3:11])([CH3:10])[CH3:9])[CH3:2].P12(SP3(SP(SP(S3)(S1)=S)(=S)S2)=S)=[S:36]>>[CH2:1]([P:3]([C:14]1[CH:19]=[C:18]([O:20][C:21]2[CH:26]=[CH:25][C:24]([C:27]([F:30])([F:29])[F:28])=[CH:23][C:22]=2[Cl:31])[CH:17]=[CH:16][C:15]=1[N+:32]([O-:34])=[O:33])(=[S:36])[O:4][CH2:5][O:6][C:7](=[O:12])[C:8]([CH3:11])([CH3:10])[CH3:9])[CH3:2]. Procedure details: A mixture of 2,2-dimethylpropionyloxymethyl P-ethyl-2-nitro-5-(2-chloro-4-trifluoromethylphenoxy)phenylphosphinate (4.7 mmol) and phosphorus pentasulfide (1.2 mmol) is heated to 150°-160° under nitrogen for 3-4 hours. After cooling, the residue is purified by prep. TLC (20% ethyl acetate/hexane) to give O-(2,2-dimethylpropionyloxymethyl) P-ethyl-2-nitro-5-(2-chloro-4-trifluoromethylphenoxy)phenylphosphinothioate. As a reaction SMILES: Cl[C:2]1[N:7]=[C:6]([CH3:8])[NH:5][C:4]2=[CH:9][C:10]([CH3:12])=[N:11][C:3]=12.[NH2:13][CH2:14][CH2:15][N:16]1[CH2:21][CH2:20][O:19][CH2:18][CH2:17]1.C([O-])([O-])=O.[K+].[K+]>O>[CH3:8][C:6]1[NH:5][C:4]2[C:3]([N:11]=[C:10]([CH3:12])[CH:9]=2)=[C:2]([NH:13][CH2:14][CH2:15][N:16]2[CH2:21][CH2:20][O:19][CH2:18][CH2:17]2)[N:7]=1 |f:2.3.4|. Starting materials: ClC1=C2C(NC(=N1)C)=CC(=N2)C (4-chloro-2,6-dimethylpyrrolo[3,2-d]pyrimidine), NCCN1CCOCC1 (4-(2-aminoethyl)morpholine), C(=O)([O-])[O-].[K+].[K+] (K2CO3). Product: CC=1NC=2C(=C(N1)NCCN1CCOCC1)N=C(C2)C ((2,6-Dimethylpyrrolo[2,3-e]pyrimidin-4-yl)(2-morpholin-4-ylethyl)amine). The solvent is O (water). Procedure details: This compound was prepared according to the method described in Example 46(e) by employing 4-chloro-2,6-dimethylpyrrolo[3,2-d]pyrimidine (Example 46(d)) (0.10 g, 0.55 mmol) with 4-(2-aminoethyl)morpholine (Aldrich Chemical Company) (0.388 mL, 2.95 mmol) and K2CO3 (0.36 g, 2.6 mmol) in water (2.5 mL) to give 0.038 g (25%) of the title compound as an off-white solid after recrystallization from EtOAc. Mp: 237-238.5° C. 1H NMR (CDCl3; 500 MHz): δ 2.43 (s, 3), 2.50 (t, 4, J=5.2), 2.58 (s, 3), 2.65 (... Isolated yield 25.1%. Starting materials: BrC1=C(C#N)C=C(C=C1)S(=O)(=O)CC (2-bromo-5-(ethylsulfonyl)benzonitrile), FC1=C(C=C(C=C1)OCC1=CC=C(C=C1)OC)B1OC(C(O1)(C)C)(C)C (2-(2-fluoro-5-((4-methoxybenzyl)oxy)phenyl)-4,4,5,5-tetramethyl-1,3,2-dioxaborolane), C([O-])([O-])=O.[Na+].[Na+] (sodium carbonate). Reagents/catalysts: [Pd].C1(=CC=CC=C1)P(C1=CC=CC=C1)C1=CC=CC=C1.C1(=CC=CC=C1)P(C1=CC=CC=C1)C1=CC=CC=C1.C1(=CC=CC=C1)P(C1=CC=CC=C1)C1=CC=CC=C1.C1(=CC=CC=C1)P(C1=CC=CC=C1)C1=CC=CC=C1 (tetrakis(triphenylphosphine) palladium(0)). Solvent: O1CCOCC1.O (dioxane water). Conditions: temperature 110 celsius. Product: C(C)S(=O)(=O)C=1C=C(C(=CC1)C1=C(C=CC(=C1)OCC1=CC=C(C=C1)OC)F)C#N (4-(Ethylsulfonyl)-2′-fluoro-5′-((4-methoxybenzyl)oxy)-[1,1′-biphenyl]-2-carbonitrile). The yield is 51.0%. Reaction SMILES: Br[C:2]1[CH:9]=[CH:8][C:7]([S:10]([CH2:13][CH3:14])(=[O:12])=[O:11])=[CH:6][C:3]=1[C:4]#[N:5].[F:15][C:16]1[CH:21]=[CH:20][C:19]([O:22][CH2:23][C:24]2[CH:29]=[CH:28][C:27]([O:30][CH3:31])=[CH:26][CH:25]=2)=[CH:18][C:17]=1B1OC(C)(C)C(C)(C)O1.C(=O)([O-])[O-].[Na+].[Na+]>O1CCOCC1.O.[Pd].C1(P(C2C=CC=CC=2)C2C=CC=CC=2)C=CC=CC=1.C1(P(C2C=CC=CC=2)C2C=CC=CC=2)C=CC=CC=1.C1(P(C2C=CC=CC=2)C2C=CC=CC=2)C=CC=CC=1.C1(P(C2C=CC=CC=2)C2C=CC=CC=2)C=CC=CC=1>[CH2:13]([S:10]([C:7]1[CH:6]=[C:3]([C:4]#[N:5])[C:2]([C:17]2[CH:18]=[C:19]([O:22][CH2:23][C:24]3[CH:29]=[CH:28][C:27]([O:30][CH3:31])=[CH:26][CH:25]=3)[CH:20]=[CH:21][C:16]=2[F:15])=[CH:9][CH:8]=1)(=[O:12])=[O:11])[CH3:14] |f:2.3.4,5.6,7.8.9.10.11|. Procedure: To 2-bromo-5-(ethylsulfonyl)benzonitrile (Preparation 75, 1.09 g, 3.96 mmol) in dioxane/water (5:1 v/v, 66 mL) was added 2-(2-fluoro-5-((4-methoxybenzyl)oxy)phenyl)-4,4,5,5-tetramethyl-1,3,2-dioxaborolane (Preparation 71, 1.56 g, 4.35 mmol) and sodium carbonate (1.26 g, 11.9 mmol). The reaction mixture was degassed and tetrakis(triphenylphosphine) palladium(0) (462 mg, 0.40 mmol) was added, and the reaction heated to 110° C. under nitrogen for 12 hours. After cooling to room temperature, silica ... Run at time 5 minute. Starting materials: C(C1=CC=CC=C1)(=O)C=1C=C(CO)C=CC1 (3-Benzoylbenzyl alcohol), [Cr](=O)(=O)(O)O (chromic acid), O (water). Reaction SMILES: [C:1]([C:9]1[CH:10]=[C:11]([CH:14]=[CH:15][CH:16]=1)[CH2:12][OH:13])(=[O:8])[C:2]1[CH:7]=[CH:6][CH:5]=[CH:4][CH:3]=1.[Cr](O)(O)(=O)=O.O>CC(C)=O>[C:1]([C:9]1[CH:10]=[C:11]([CH:14]=[CH:15][CH:16]=1)[CH:12]=[O:13])(=[O:8])[C:2]1[CH:3]=[CH:4][CH:5]=[CH:6][CH:7]=1. The solvent is CC(=O)C (acetone). Procedure details: 3-Benzoylbenzyl alcohol (2.0 g) in acetone (10 ml) was treated dropwise at 15°-20° C. with chromic acid solution. After stirring for 5 minutes, water (50 ml) was added and the mixture extracted with ether. The ethereal solution was washed with saturated Na2CO3, saturated NaCl, dried (Na2SO4), evaporated and distilled; b.p. 160°-170° C./0.08 mm, (1.1 g). The product is C(C1=CC=CC=C1)(=O)C=1C=C(C=O)C=CC1 (3-Benzoylbenzaldehyde).